From a dataset of the Open Reaction Database (ORD), a public repository of structured organic reaction records. describe an organic reaction: reactants, conditions, products, and yield Starting materials: [N+](=O)([O-])C=1C=C(CN)C=CC1 (3-nitrobenzylamine), ClC=1C2=C(N=C(N1)C1=NC=CN=C1)SC(=C2)Cl (4-chloro-2-(pyrazin-2-yl)-6-chloro-thieno-[2,3-d]-pyrimidine). Yields the product N1=C(C=NC=C1)C=1N=C(C2=C(N1)SC(=C2)Cl)NCC2=CC(=CC=C2)[N+](=O)[O-] (2-(pyrazin-2-yl)-4-(3-nitrobenzylamino)-6-chloro-thieno-[2,3-d]-pyrimidine). As a reaction SMILES: [N+:1]([C:4]1[CH:5]=[C:6]([CH:9]=[CH:10][CH:11]=1)[CH2:7][NH2:8])([O-:3])=[O:2].Cl[C:13]1[C:14]2[CH:27]=[C:26]([Cl:28])[S:25][C:15]=2[N:16]=[C:17]([C:19]2[CH:24]=[N:23][CH:22]=[CH:21][N:20]=2)[N:18]=1>>[N:20]1[CH:21]=[CH:22][N:23]=[CH:24][C:19]=1[C:17]1[N:18]=[C:13]([NH:8][CH2:7][C:6]2[CH:9]=[CH:10][CH:11]=[C:4]([N+:1]([O-:3])=[O:2])[CH:5]=2)[C:14]2[CH:27]=[C:26]([Cl:28])[S:25][C:15]=2[N:16]=1. Reported procedure: With the procedure of Example 1, the reaction of 3-nitrobenzylamine with 4-chloro-2-(pyrazin-2-yl)-6-chloro-thieno-[2,3-d]-pyrimidine yields 2-(pyrazin-2-yl)-4-(3-nitrobenzylamino)-6-chloro-thieno-[2,3-d]-pyrimidine. Starting materials: O=C([O-])[O-], CCOC(=O)c1cnc(Cl)c2c(CBr)csc12, CN(C)C=O, Cc1noc(-c2ccc(C)c(O)c2)n1, [Cs+], [Cs+], C1CCOC1. Yields the product CCOC(=O)c1cnc(Cl)c2c(COc3cc(-c4nc(C)no4)ccc3C)csc12. Reaction SMILES: [C:1](=[O:2])([O-:3])[O-:4].[CH2:21]([CH3:22])[O:23][C:24](=[O:25])[c:26]1[c:27]2[c:28]([c:29]([Cl:32])[n:30][cH:31]1)[c:33]([CH2:36][Br:37])[cH:34][s:35]2.[CH3:38][N:39]([CH3:40])[CH:41]=[O:42].[CH3:7][c:8]1[c:9]([OH:20])[cH:10][c:11](-[c:14]2[n:15][c:16]([CH3:19])[n:17][o:18]2)[cH:12][cH:13]1.[Cs+:5].[Cs+:6].[O:43]1[CH2:44][CH2:45][CH2:46][CH2:47]1>>[CH3:7][c:8]1[c:9]([O:20][CH2:36][c:33]2[c:28]3[c:27]([c:26]([C:24]([O:23][CH2:21][CH3:22])=[O:25])[cH:31][n:30][c:29]3[Cl:32])[s:35][cH:34]2)[cH:10][c:11](-[c:14]2[n:15][c:16]([CH3:19])[n:17][o:18]2)[cH:12][cH:13]1. Starting materials: polymer, CC1CNCCC1 (3-methylpiperidine), C(Cl)Cl (CH2Cl2), N1=CC=C(C=C1)C=1SC=C(N1)C=1C(NC2=CC(=CC=C2C1)C=O)=O (3-(2-pyridin-4-yl-thiazol-4-yl)-1H-quinolin-2-one-7-carbaldehyde), C(OC)(OC)OC (trimethyl orthoformate), [OH-].[NH4+] (ammonium hydroxide). The solvent is CC(=O)O (HOAc), CN(C)C=O (DMF), CCN(CC)CC (NEt3). Conditions: time 2 hour. Yields the product Cl (HCl), N1=CC=C(C=C1)C=1SC=C(N1)C=1C(NC2=CC(=CC=C2C1)C=O)=O (3-(2-pyridin-4-yl-thiazol-4-yl)-1H-quinolin-2-one-7-carbaldehyde). As a reaction SMILES: [N:1]1[CH:6]=[CH:5][C:4]([C:7]2[S:8][CH:9]=[C:10]([C:12]3[C:13](=[O:24])[NH:14][C:15]4[C:20]([CH:21]=3)=[CH:19][CH:18]=[C:17]([CH:22]=[O:23])[CH:16]=4)[N:11]=2)=[CH:3][CH:2]=1.C(OC)(OC)OC.CC1CCCNC1.[OH-].[NH4+].C(Cl)[Cl:42]>CN(C=O)C.CCN(CC)CC.CC(O)=O>[ClH:42].[N:1]1[CH:6]=[CH:5][C:4]([C:7]2[S:8][CH:9]=[C:10]([C:12]3[C:13](=[O:24])[NH:14][C:15]4[C:20]([CH:21]=3)=[CH:19][CH:18]=[C:17]([CH:22]=[O:23])[CH:16]=4)[N:11]=2)=[CH:3][CH:2]=1 |f:3.4|. Reported procedure: A solution of 3-(2-pyridin-4-yl-thiazol-4-yl)-1H-quinolin-2-one-7-carbaldehyde (step (a), 60 mg, 0.18 mmol), 1 mL of CH2Cl2, 0.5 mL of trimethyl orthoformate, 3-methylpiperidine (0.2 mL), and 10 mL of 5% HOAc in DMF was allowed to stir for 2 h. At this time, 0.9 g of polymer bounded MP-NEt3:BH3(CN) (Argonaut, 1 mmol/g) was added and the mixture was stirred at RT overnight. The resins were carefully removed by filtration and the filtrate was concentrated. The resulting residue was dissolved in DM... Reactants: S(N)(=O)(=O)Cl (sulfamoyl chloride), CC(CC1=CC=C(C=C1)C(CO)C)C (2-[4-(2-methylpropyl)phenyl]-propan-1-ol). Yields the product CC(CC1=CC=C(C=C1)C(CO)C)C.S(N)([O-])(=O)=O (2-[4-(2-Methylpropyl)phenyl]-propan-1-ol sulfamate). As a reaction SMILES: [S:1](Cl)(=[O:4])(=[O:3])[NH2:2].[CH3:6][CH:7]([CH3:19])[CH2:8][C:9]1[CH:14]=[CH:13][C:12]([CH:15]([CH3:18])[CH2:16][OH:17])=[CH:11][CH:10]=1>>[CH3:6][CH:7]([CH3:19])[CH2:8][C:9]1[CH:10]=[CH:11][C:12]([CH:15]([CH3:18])[CH2:16][OH:17])=[CH:13][CH:14]=1.[S:1](=[O:4])(=[O:17])([O-:3])[NH2:2] |f:2.3|. Reported procedure: The title compound was prepared by procedures of Example 33 from sulfamoyl chloride and 2-[4-(2-methylpropyl)phenyl]-propan-1-ol. The oil obtained was further purified as in Example 38 to give the title compound as a white solid, mp 61°-63° C. in 45% yield. Reactants: CC(=O)O[BH-](OC(C)=O)OC(C)=O, O=C([O-])O, Cc1ccc2c(n1)C(N)CCC2, ClCCl, [Na+], [Na+], O=CCCCN1C(=O)c2ccccc2C1=O. Yields the product Cc1ccc2c(n1)C(NCCCCN1C(=O)c3ccccc3C1=O)CCC2. RXN SMILES: [C:29]([O:30][BH-:31]([O:32][C:33](=[O:34])[CH3:35])[O:36][C:37](=[O:38])[CH3:39])(=[O:40])[CH3:41].[C:43](=[O:44])([OH:45])[O-:46].[CH3:1][c:2]1[n:3][c:4]2[c:9]([cH:10][cH:11]1)[CH2:8][CH2:7][CH2:6][CH:5]2[NH2:12].[Cl:48][CH2:49][Cl:50].[Na+:42].[Na+:47].[O:13]=[C:14]1[N:15]([CH2:24][CH2:25][CH2:26][CH:27]=[O:28])[C:16](=[O:23])[c:17]2[cH:18][cH:19][cH:20][cH:21][c:22]21>>[CH3:1][c:2]1[n:3][c:4]2[c:9]([cH:10][cH:11]1)[CH2:8][CH2:7][CH2:6][CH:5]2[NH:12][CH2:27][CH2:26][CH2:25][CH2:24][N:15]1[C:14](=[O:13])[c:22]2[c:17]([cH:18][cH:19][cH:20][cH:21]2)[C:16]1=[O:23].